From a dataset of the Open Reaction Database (ORD), a public repository of structured organic reaction records. describe an organic reaction: reactants, conditions, products, and yield The reactants are CN(C(OC(C)(C)C)=O)[C@@H](C(C)(C1=CC=CC=C1)C)C(=O)N1CCOCC1 (tert-butyl methyl[(1S)-2-methyl-1-(4-morpholinylcarbonyl)-2-phenylpropyl]carbamate), [H-].[Al+3].[Li+].[H-].[H-].[H-] (lithium aluminum hydride). Solvent: O1CCCC1 (tetrahydrofuran), O1CCCC1 (tetrahydrofuran). Reaction conditions: time 30 minute. Yields the product C(=O)[C@H](C(C)(C1=CC=CC=C1)C)N(C(OC(C)(C)C)=O)C (tert-butyl (1S)-1-formyl-2-methyl-2-phenylpropyl(methyl)carbamate). Reaction SMILES: [CH3:1][N:2]([C@H:10]([C:20](N1CCOCC1)=[O:21])[C:11]([CH3:19])([C:13]1[CH:18]=[CH:17][CH:16]=[CH:15][CH:14]=1)[CH3:12])[C:3](=[O:9])[O:4][C:5]([CH3:8])([CH3:7])[CH3:6].[H-].[Al+3].[Li+].[H-].[H-].[H-]>O1CCCC1>[CH:20]([C@@H:10]([N:2]([CH3:1])[C:3](=[O:9])[O:4][C:5]([CH3:8])([CH3:7])[CH3:6])[C:11]([CH3:19])([C:13]1[CH:14]=[CH:15][CH:16]=[CH:17][CH:18]=1)[CH3:12])=[O:21] |f:1.2.3.4.5.6|. Reported procedure: To a cooled solution (0° C., ice bath) of tert-butyl methyl[(1S)-2-methyl-1-(4-morpholinylcarbonyl)-2-phenylpropyl]carbamate (0.870 g, 2.32 mmol, from Reference Example 18) in anhydrous tetrahydrofuran (3.0 ml), 1.0M lithium aluminum hydride (5.8 ml, 5.8 mmol) in tetrahydrofuran is added dropwise over 30 minutes. The reaction mixture stirred at room temperature for 30 minutes and is quenched with 5% potassium hydrogen sulfate and stirred at room temperature for 15 minutes. The mixture is washed ... Starting materials: S(=O)(Cl)Cl (thionyl chloride), OCC(CCCCOC1=CC=CC=C1)C (1-Hydroxy-2-methyl-6-phenoxy-hexane). Run in C(Cl)(Cl)Cl (CHCl3), C(Cl)(Cl)Cl (CHCl3), CN(C)C=O (DMF). The product is ClCC(CCCCOC1=CC=CC=C1)C (1-Chloro-2-methyl-6-phenoxy-hexane). As a reaction SMILES: S(Cl)([Cl:3])=O.O[CH2:6][CH:7]([CH3:19])[CH2:8][CH2:9][CH2:10][CH2:11][O:12][C:13]1[CH:18]=[CH:17][CH:16]=[CH:15][CH:14]=1>C(Cl)(Cl)Cl.CN(C=O)C>[Cl:3][CH2:6][CH:7]([CH3:19])[CH2:8][CH2:9][CH2:10][CH2:11][O:12][C:13]1[CH:18]=[CH:17][CH:16]=[CH:15][CH:14]=1. Procedure details: A solution of b 60 g of thionyl chloride in 50 ml of CHCl3 was added dropwise to 100 g of 1-Hydroxy-2-methyl-6-phenoxy-hexane in 200 ml of CHCl3 and 0.5 ml of DMF. The solution was refluxed until the development of the gas was finished and then poured onto ice. The aqueous phase was extracted twice with CHCl3 and the combined organic phases were washed with water and finally with a saturated NaHCO3 -solution, dried with MgSO4, evaporated and the residue was distilled off. Starting materials: ClC1=C(C=CC=C1)S(=O)(=O)[C@@H]1C[C@H](NC1)C(=O)NC1(CC1)C#N ((2S,4R)-4-(2-chlorophenylsulfonyl)-N-(1-cyanocyclopropyl)pyrrolidine-2-carboxamide), S1CCC(CC1)N1C(CC1)C(=O)[O-].[Li+] (lithium 1-(tetrahydro-2H-thiopyran-4-yl)azetidine-2-carboxylate). Yields the product ClC1=C(C=CC=C1)S(=O)(=O)[C@@H]1C[C@H](N(C1)C(=O)C1N(CC1)C1CCSCC1)C(=O)NC1(CC1)C#N ((2S,4R)-4-(2-chlorophenylsulfonyl)-N-(1-cyanocyclopropyl)-1-(1-(tetrahydro-2H-thiopyran-4-yl)azetidine-2-carbonyl)pyrrolidine-2-carboxamide). Reaction SMILES: [Cl:1][C:2]1[CH:7]=[CH:6][CH:5]=[CH:4][C:3]=1[S:8]([C@H:11]1[CH2:15][NH:14][C@H:13]([C:16]([NH:18][C:19]2([C:22]#[N:23])[CH2:21][CH2:20]2)=[O:17])[CH2:12]1)(=[O:10])=[O:9].[S:24]1[CH2:29][CH2:28][CH:27]([N:30]2[CH2:33][CH2:32][CH:31]2[C:34]([O-])=[O:35])[CH2:26][CH2:25]1.[Li+]>>[Cl:1][C:2]1[CH:7]=[CH:6][CH:5]=[CH:4][C:3]=1[S:8]([C@H:11]1[CH2:15][N:14]([C:34]([CH:31]2[CH2:32][CH2:33][N:30]2[CH:27]2[CH2:26][CH2:25][S:24][CH2:29][CH2:28]2)=[O:35])[C@H:13]([C:16]([NH:18][C:19]2([C:22]#[N:23])[CH2:21][CH2:20]2)=[O:17])[CH2:12]1)(=[O:10])=[O:9] |f:1.2|. Procedure: The reaction of (2S,4R)-4-(2-chlorophenylsulfonyl)-N-(1-cyanocyclopropyl)pyrrolidine-2-carboxamide 7H and lithium 1-(tetrahydro-2H-thiopyran-4-yl)azetidine-2-carboxylate 20J carried out according to the general procedure L yielded (2S,4R)-4-(2-chlorophenylsulfonyl)-N-(1-cyanocyclopropyl)-1-(1-(tetrahydro-2H-thiopyran-4-yl)azetidine-2-carbonyl)pyrrolidine-2-carboxamide 1:1 epimers as a light brown solid (quant.). MS ISP (m/e): 537.3 (100) [(M+H)]]+.